From a dataset of the Open Reaction Database (ORD), a public repository of structured organic reaction records. describe an organic reaction: reactants, conditions, products, and yield Starting materials: CC(=O)SCC(=Cc1ccccc1)C(=O)O, NCCC(=O)OCc1ccccc1. Yields the product CC(=O)SCC(=Cc1ccccc1)C(=O)NCCC(=O)OCc1ccccc1. As a reaction SMILES: [C:1]([CH3:2])(=[O:3])[S:4][CH2:5][C:6]([C:7](=[O:8])[OH:9])=[CH:10][c:11]1[cH:12][cH:13][cH:14][cH:15][cH:16]1.[NH2:17][CH2:18][CH2:19][C:20](=[O:21])[O:22][CH2:23][c:24]1[cH:25][cH:26][cH:27][cH:28][cH:29]1>>[C:1]([CH3:2])(=[O:3])[S:4][CH2:5][C:6]([C:7](=[O:9])[NH:17][CH2:18][CH2:19][C:20](=[O:21])[O:22][CH2:23][c:24]1[cH:25][cH:26][cH:27][cH:28][cH:29]1)=[CH:10][c:11]1[cH:12][cH:13][cH:14][cH:15][cH:16]1.